This data is from the Open Reaction Database (ORD), a public repository of structured organic reaction records. The task is: describe an organic reaction: reactants, conditions, products, and yield Reactants: BrC1=CC(=C(C=C1)C(=O)N1CCN(CC1)C1=NC=C(C=C1C)CC)F ((4-bromo-2-fluorophenyl)[4-(5-ethyl-3-methylpyridin-2-yl)piperazin-1-yl]methanone), CN1C(NC(C1=O)(C)C)=O (3,5,5-trimethylimidazolidine-2,4-dione). Product: C(C)C=1C=C(C(=NC1)N1CCN(CC1)C(=O)C1=C(C=C(C=C1)N1C(N(C(C1(C)C)=O)C)=O)F)C (1-{4-[4-(5-ethyl-3-methylpyridin-2-yl)piperazine-1-carbonyl]-3-fluorophenyl}-3,5,5-trimethylimidazolidine-2,4-dione). The yield is 4.3%. Reaction SMILES: Br[C:2]1[CH:7]=[CH:6][C:5]([C:8]([N:10]2[CH2:15][CH2:14][N:13]([C:16]3[C:21]([CH3:22])=[CH:20][C:19]([CH2:23][CH3:24])=[CH:18][N:17]=3)[CH2:12][CH2:11]2)=[O:9])=[C:4]([F:25])[CH:3]=1.[CH3:26][N:27]1[C:31](=[O:32])[C:30]([CH3:34])([CH3:33])[NH:29][C:28]1=[O:35]>>[CH2:23]([C:19]1[CH:20]=[C:21]([CH3:22])[C:16]([N:13]2[CH2:14][CH2:15][N:10]([C:8]([C:5]3[CH:6]=[CH:7][C:2]([N:29]4[C:30]([CH3:34])([CH3:33])[C:31](=[O:32])[N:27]([CH3:26])[C:28]4=[O:35])=[CH:3][C:4]=3[F:25])=[O:9])[CH2:11][CH2:12]2)=[N:17][CH:18]=1)[CH3:24]. Procedure details: Using (4-bromo-2-fluorophenyl)[4-(5-ethyl-3-methylpyridin-2-yl)piperazin-1-yl]methanone (163 mg) described in Preparation Example 211 and 3,5,5-trimethylimidazolidine-2,4-dione (63 mg) described in Preparation Example 218 and by the reaction and treatment in the same manner as in Example 536, the title compound (8 mg) was obtained.